This data is from the Open Reaction Database (ORD), a public repository of structured organic reaction records. The task is: describe an organic reaction: reactants, conditions, products, and yield The reactants are CCOC(C)=O, CCn1c(C#Cc2ccc(NC(=O)NCCCl)cc2)c(C#N)c2ccc(OC)cc21, [K+], [K+], O=C([O-])[O-], CN(C)C=O. Product: CCn1c(C#Cc2ccc(N3CCNC3=O)cc2)c(C#N)c2ccc(OC)cc21. RXN SMILES: [CH3:42][CH2:43][O:44][C:45]([CH3:46])=[O:47].[Cl:1][CH2:2][CH2:3][NH:4][C:5](=[O:6])[NH:7][c:8]1[cH:9][cH:10][c:11]([C:14]#[C:15][c:16]2[n:17]([CH2:29][CH3:30])[c:18]3[cH:19][c:20]([O:27][CH3:28])[cH:21][cH:22][c:23]3[c:24]2[C:25]#[N:26])[cH:12][cH:13]1.[K+:31].[K+:32].[O-:33][C:34]([O-:35])=[O:36].[O:37]=[CH:38][N:39]([CH3:40])[CH3:41]>>[CH2:2]1[CH2:3][NH:4][C:5](=[O:6])[N:7]1[c:8]1[cH:9][cH:10][c:11]([C:14]#[C:15][c:16]2[n:17]([CH2:29][CH3:30])[c:18]3[cH:19][c:20]([O:27][CH3:28])[cH:21][cH:22][c:23]3[c:24]2[C:25]#[N:26])[cH:12][cH:13]1.